Dataset: the Open Reaction Database (ORD), a public repository of structured organic reaction records. Task: describe an organic reaction: reactants, conditions, products, and yield Starting materials: BrC=1C=C2C(=NC1)N(C=C2[C@H](C)C2=C(C(=CC=C2OC[C@H]2OC(OC2)(C)C)F)Cl)C(=O)OC(C)(C)C (tert-butyl 5-bromo-3-[(1S)-1-(2-chloro-6-{[(4R)-2,2-dimethyl-1,3-dioxolan-4-yl]methoxy}-3-fluorophenyl)ethyl]-1H-pyrrolo[2,3-b]pyridine-1-carboxylate), CN1N=CC(=C1C)B(O)O (1,5-dimethyl-1H-pyrazole-4-boronic acid), pinacol ester, C([O-])([O-])=O.[K+].[K+] (potassium carbonate), O1CCOCC1 (1,4-dioxane). The reagents and catalysts are C=1C=CC(=CC1)[P](C=2C=CC=CC2)(C=3C=CC=CC3)[Pd]([P](C=4C=CC=CC4)(C=5C=CC=CC5)C=6C=CC=CC6)([P](C=7C=CC=CC7)(C=8C=CC=CC8)C=9C=CC=CC9)[P](C=1C=CC=CC1)(C=1C=CC=CC1)C=1C=CC=CC1 (Pd(PPh3)4). Run in O (H2O). Run at temperature 95 celsius. Yields the product ClC1=C(C(=CC=C1F)OC[C@H]1OC(OC1)(C)C)[C@@H](C)C1=CN(C2=NC=C(C=C21)C=2C=NN(C2C)C)C(=O)OC(C)(C)C (tert-butyl 3-[(1S)-1-(2-chloro-6-{[(4R)-2,2-dimethyl-1,3-dioxolan-4-yl]methoxy}-3-fluorophenyl)ethyl]-5-(1,5-dimethyl-1H-pyrazol-4-yl)-1H-pyrrolo[2,3-b]pyridine-1-carboxylate). RXN SMILES: Br[C:2]1[CH:3]=[C:4]2[C:10]([C@@H:11]([C:13]3[C:18]([O:19][CH2:20][C@@H:21]4[CH2:25][O:24][C:23]([CH3:27])([CH3:26])[O:22]4)=[CH:17][CH:16]=[C:15]([F:28])[C:14]=3[Cl:29])[CH3:12])=[CH:9][N:8]([C:30]([O:32][C:33]([CH3:36])([CH3:35])[CH3:34])=[O:31])[C:5]2=[N:6][CH:7]=1.[CH3:37][N:38]1[C:42]([CH3:43])=[C:41](B(O)O)[CH:40]=[N:39]1.C(=O)([O-])[O-].[K+].[K+].O1CCOCC1>C1C=CC([P]([Pd]([P](C2C=CC=CC=2)(C2C=CC=CC=2)C2C=CC=CC=2)([P](C2C=CC=CC=2)(C2C=CC=CC=2)C2C=CC=CC=2)[P](C2C=CC=CC=2)(C2C=CC=CC=2)C2C=CC=CC=2)(C2C=CC=CC=2)C2C=CC=CC=2)=CC=1.O>[Cl:29][C:14]1[C:15]([F:28])=[CH:16][CH:17]=[C:18]([O:19][CH2:20][C@@H:21]2[CH2:25][O:24][C:23]([CH3:27])([CH3:26])[O:22]2)[C:13]=1[C@H:11]([C:10]1[C:4]2[C:5](=[N:6][CH:7]=[C:2]([C:41]3[CH:40]=[N:39][N:38]([CH3:37])[C:42]=3[CH3:43])[CH:3]=2)[N:8]([C:30]([O:32][C:33]([CH3:36])([CH3:35])[CH3:34])=[O:31])[CH:9]=1)[CH3:12] |f:2.3.4,^1:62,64,83,102|. Procedure: A suspension of tert-butyl 5-bromo-3-[(1S)-1-(2-chloro-6-{[(4R)-2,2-dimethyl-1,3-dioxolan-4-yl]methoxy}-3-fluorophenyl)ethyl]-1H-pyrrolo[2,3-b]pyridine-1-carboxylate (29.2 mg, 0.0500 mmol), 1,5-dimethyl-1H-pyrazole-4-boronic acid, pinacol ester (20.7 mg, 0.0885 mmol), Pd(PPh3)4 (2.8 mg, 0.0024 mmol), and potassium carbonate (33.2 mg, 0.240 mmol) in a 4:1 mixture of 1,4-dioxane (2 mL) to H2O (0.5 mL) was subjected to microwave heating [Biotage, 95° C.] for 20 min. The reaction was again subjected... Starting materials: FC1=CC(=C(C=C1)N1CCNCC1)OC (1-(4-fluoro-2-methoxyphenyl)piperazine), ClCCCN1C(NC(C(=C1)C)=O)=O (1-(3-chloropropyl)-5-methyl-2,4(1H,3H)-pyrimidinedione). Yields the product Cl.FC1=CC(=C(C=C1)N1CCN(CC1)CCCN1C(NC(C(=C1)C)=O)=O)OC (1-{3-[4-(4-fluoro-2-methoxyphenyl)piperazin-1-yl]propyl}-5-methyl-2,4(1H,3H)-pyrimidinedione hydrochloride). As a reaction SMILES: [F:1][C:2]1[CH:7]=[CH:6][C:5]([N:8]2[CH2:13][CH2:12][NH:11][CH2:10][CH2:9]2)=[C:4]([O:14][CH3:15])[CH:3]=1.[Cl:16][CH2:17][CH2:18][CH2:19][N:20]1[CH:25]=[C:24]([CH3:26])[C:23](=[O:27])[NH:22][C:21]1=[O:28]>>[ClH:16].[F:1][C:2]1[CH:7]=[CH:6][C:5]([N:8]2[CH2:9][CH2:10][N:11]([CH2:17][CH2:18][CH2:19][N:20]3[CH:25]=[C:24]([CH3:26])[C:23](=[O:27])[NH:22][C:21]3=[O:28])[CH2:12][CH2:13]2)=[C:4]([O:14][CH3:15])[CH:3]=1 |f:2.3|. Procedure: substituting 1-(4-fluoro-2-methoxyphenyl)piperazine and 1-(3-chloropropyl)-5-methyl-2,4(1H,3H)-pyrimidinedione gave 1-{3-[4-(4-fluoro-2-methoxyphenyl)piperazin-1-yl]propyl}-5-methyl-2,4(1H,3H)-pyrimidinedione hydrochloride, m.p. 196°-197° C.; Anal.: Calcd. for C19H25FN4O3.(HCl)2 : C, 49.79; H, 6.16; N, 12.22%; Found: C, 50.13; H, 6.37; N, 12.27%; The reactants are CCOC(=O)c1ccoc1CBr, O=C([O-])[O-], CC(C)=O, [Cl-], Cn1nc(-c2cc(O)c(Cl)cc2F)c(Cl)c1OC(F)F, [K+], [K+], [Na+]. Product: CCOC(=O)c1ccoc1COc1cc(-c2nn(C)c(OC(F)F)c2Cl)c(F)cc1Cl. RXN SMILES: [Br:27][CH2:28][c:29]1[o:30][cH:31][cH:32][c:33]1[C:34](=[O:35])[O:36][CH2:37][CH3:38].[C:1](=[O:2])([O-:3])[O-:4].[CH3:41][C:42](=[O:43])[CH3:44].[Cl-:40].[Cl:7][c:8]1[c:9](-[c:18]2[c:19]([F:26])[cH:20][c:21]([Cl:25])[c:22]([OH:24])[cH:23]2)[n:10][n:11]([CH3:17])[c:12]1[O:13][CH:14]([F:15])[F:16].[K+:5].[K+:6].[Na+:39]>>[Cl:7][c:8]1[c:9](-[c:18]2[c:19]([F:26])[cH:20][c:21]([Cl:25])[c:22]([O:24][CH2:28][c:29]3[o:30][cH:31][cH:32][c:33]3[C:34](=[O:35])[O:36][CH2:37][CH3:38])[cH:23]2)[n:10][n:11]([CH3:17])[c:12]1[O:13][CH:14]([F:15])[F:16]. Reactants: CC(C)(C)NO, ClC(Cl)Cl, Cl, O=CCc1ccccc1. The product is CC(C)(C)[N+]([O-])=CCc1ccccc1. RXN SMILES: [C:10]([CH3:11])([CH3:12])([CH3:13])[NH:14][OH:15].[CH:17]([Cl:18])([Cl:19])[Cl:20].[ClH:16].[c:1]1([CH2:7][CH:8]=[O:9])[cH:2][cH:3][cH:4][cH:5][cH:6]1>>[c:1]1([CH2:7][CH:8]=[N+:14]([C:10]([CH3:11])([CH3:12])[CH3:13])[O-:15])[cH:2][cH:3][cH:4][cH:5][cH:6]1.